Dataset: the Open Reaction Database (ORD), a public repository of structured organic reaction records. Task: describe an organic reaction: reactants, conditions, products, and yield Starting materials: COC(CC(C)(C=1OC(=CC1)C)C)=O (3-methyl-3-(5-methyl-furan-2-yl)-butyric acid methyl ester), [H-].[H-].[H-].[H-].[Li+].[Al+3] (LiAlH4), ice water. Run in O1CCCC1 (tetrahydrofuran), O1CCCC1 (tetrahydrofuran). Reaction conditions: temperature 0 celsius, time 1 hour. Yields the product CC(CCO)(C)C=1OC(=CC1)C (3-methyl-3-(5-methyl-furan-2-yl)-butan-1-ol). Yield: 91.4%. As a reaction SMILES: C[O:2][C:3](=O)[CH2:4][C:5]([CH3:13])([C:7]1[O:8][C:9]([CH3:12])=[CH:10][CH:11]=1)[CH3:6].[H-].[H-].[H-].[H-].[Li+].[Al+3]>O1CCCC1>[CH3:13][C:5]([C:7]1[O:8][C:9]([CH3:12])=[CH:10][CH:11]=1)([CH3:6])[CH2:4][CH2:3][OH:2] |f:1.2.3.4.5.6|. Procedure details: Step D To a solution of 3-methyl-3-(5-methyl-furan-2-yl)-butyric acid methyl ester (1.5 g, 7.8 mmol) in anhydrous tetrahydrofuran (50 mL) at 0° C. was added a tetrahydrofuran solution (1 M) of LiAlH4 (10 mL, 10 mmol) under nitrogen. The reaction mixture was stirred at 0° C. for 1 h, then poured into a ice-water. The mixture was extracted with ethyl acetate. The organic layer were separated, washed with water, aqueous HCl solution, brine, dried over MgSO4, and concentrated to give 3-methyl-3-(5-m... Starting materials: ClC1=C(C=C(C=C1)F)C1(CCC1)CC(C=O)C(F)(F)F (3-[1-(2-chloro-5-fluorophenyl)cyclobut-1-yl]-2-(trifluoromethyl)-propanal), NC1=C2C=CC(=NC2=CC=C1)C (5-amino-2-methylquinoline), [BH4-].[Na+] (NaBH4), CCCCCC.C(C)(=O)OCC (hexane ethyl acetate). Yields the product ClC1=C(C=C(C=C1)F)C1(CCC1)CC(CNC1=C2C=CC(=NC2=CC=C1)C)(O)C(F)(F)F (3-[1-(2-Chloro-5-fluorophenyl)cyclobut-1-yl]-1-(2-methylquinolin-5-ylamino)-2-(trifluoromethyl)-propan-2-ol). RXN SMILES: [Cl:1][C:2]1[CH:7]=[CH:6][C:5]([F:8])=[CH:4][C:3]=1[C:9]1([CH2:13][CH:14]([C:17]([F:20])([F:19])[F:18])[CH:15]=O)[CH2:12][CH2:11][CH2:10]1.[NH2:21][C:22]1[CH:31]=[CH:30][CH:29]=[C:28]2[C:23]=1[CH:24]=[CH:25][C:26]([CH3:32])=[N:27]2.[BH4-].[Na+].CCCCCC.C(OCC)(=[O:43])C>>[Cl:1][C:2]1[CH:7]=[CH:6][C:5]([F:8])=[CH:4][C:3]=1[C:9]1([CH2:13][C:14]([C:17]([F:20])([F:19])[F:18])([OH:43])[CH2:15][NH:21][C:22]2[CH:31]=[CH:30][CH:29]=[C:28]3[C:23]=2[CH:24]=[CH:25][C:26]([CH3:32])=[N:27]3)[CH2:12][CH2:11][CH2:10]1 |f:2.3,4.5|. Procedure: Analogously to Example 79, 200 mg (0.64 mmol) of 3-[1-(2-chloro-5-fluorophenyl)cyclobut-1-yl]-2-(trifluoromethyl)-propanal and 126 mg (0.80 mmol) of 5-amino-2-methylquinoline are reacted, and the isolated crude product is reduced with 102 mg (2.70 mmol) of NaBH4. After chromatography on silica gel with hexane-ethyl acetate, 165 mg of product is obtained. The reactants are C(C)(C)N(C(C)C)CC (N,N-diisopropylethylamine), C(C)(C)(C)OC(=O)N1CCC(CC1)C(=O)O (1-(tert-Butoxycarbonyl)-piperidine4-carboxylic acid), C1=CC2=C(N=C1)N(N=N2)O (HOAt), Cl.C(C)(C)N1[C@H](CNCC1)C ((S)-1-isopropyl-2-methyl piperazine hydrochloride). Run in CN(C)C=O (DMF), C(CCl)Cl (EDC), O (water). Run at time 8 hour. The product is C(C)(C)N1[C@H](CN(CC1)C(=O)C1CCN(CC1)C(=O)OC(C)(C)C)C ((S)-1-isopropyl-4-[1-(tert-Butoxycarbonyl)-piperidine-4-carbonyl]-2-methyl piperazine). Isolated yield 96.0%. RXN SMILES: [C:1]([O:5][C:6]([N:8]1[CH2:13][CH2:12][CH:11]([C:14]([OH:16])=O)[CH2:10][CH2:9]1)=[O:7])([CH3:4])([CH3:3])[CH3:2].C1C=NC2N(O)N=NC=2C=1.Cl.[CH:28]([N:31]1[CH2:36][CH2:35][NH:34][CH2:33][C@@H:32]1[CH3:37])([CH3:30])[CH3:29].C(N(CC)C(C)C)(C)C>CN(C=O)C.O.C(Cl)CCl>[CH:28]([N:31]1[CH2:36][CH2:35][N:34]([C:14]([CH:11]2[CH2:10][CH2:9][N:8]([C:6]([O:5][C:1]([CH3:2])([CH3:3])[CH3:4])=[O:7])[CH2:13][CH2:12]2)=[O:16])[CH2:33][C@@H:32]1[CH3:37])([CH3:30])[CH3:29] |f:2.3|. Procedure details: 1-(tert-Butoxycarbonyl)-piperidine4-carboxylic acid (3.2 g) in dry DMF (30 ml) was treated first with EDC (5.4 g) and catalytic HOAt followed by (S)-1-isopropyl-2-methyl piperazine hydrochloride (D27)(2 g) and N,N-diisopropylethylamine (5 ml). After the reaction mixture was stirred overnight, water (50 ml) was added and the cloudy precipitate was extracted into EtOAc (2×25 ml), dried (MgSO4) and filtered. The filtrate was absorbed on silica and purified by column chromatography [silica gel, step... Yields the product CC1(OC2=C(NC1=O)C=CC(=C2)[N+](=O)[O-])C (2,2-dimethyl-7-nitro-2H-1,4-benzoxazin-3(4H)-one). Run at temperature 30 celsius. The solvent is CS(=O)C (dimethylsulfoxide). Reaction SMILES: [NH2:1][C:2]1[CH:7]=[CH:6][C:5]([N+:8]([O-:10])=[O:9])=[CH:4][C:3]=1[OH:11].C(=O)([O-])[O-].[K+].[K+].Br[C:19]([CH3:26])([CH3:25])[C:20](OCC)=[O:21].O>CS(C)=O>[CH3:25][C:19]1([CH3:26])[C:20](=[O:21])[NH:1][C:2]2[CH:7]=[CH:6][C:5]([N+:8]([O-:10])=[O:9])=[CH:4][C:3]=2[O:11]1 |f:1.2.3|. Procedure details: To a solution of 2-amino-5-nitrophenol (200 g) in dimethylsulfoxide (1000 mL) was added anhydrous potassium carbonate (269 g) under stirring at 30° C. or lower, then to the mixture was added ethyl 2-bromo-2-methylpropionate (278.4 g) at 30° C. or lower, and the mixture was stirred at 26° C. for 24 hours. To the reaction mixture was added water (2000 mL) at 40° C. or lower, and then stirred at room temperature for 3 hours. The reaction product was collected by filtration, and successively washed ... The reactants are NC1=C(C=C(C=C1)[N+](=O)[O-])O (2-amino-5-nitrophenol), C([O-])([O-])=O.[K+].[K+] (potassium carbonate), O (water), BrC(C(=O)OCC)(C)C (ethyl 2-bromo-2-methylpropionate). The yield is 120.9%. Reactants: C(=O)([O-])[O-].[K+].[K+] (K2CO3), CC(C(=O)NC1=CC(=CC=C1)C1CCNCC1)C (2-methyl-N-[3-(4-piperidinyl)phenyl]propanamide), BrC1=CC=C(C=C1)C(CCCCl)=O (1-(4-bromophenyl)-4-chloro-1-butanone). Product: BrC1=CC=C(C=C1)C(CCCN1CCC(CC1)C=1C=C(C=CC1)NC(C(C)C)=O)=O (N-(3-{1-[4-(4-BROMOPHENYL)-4-OXOBUTYL]-4-PIPERIDINYL}PHENYL)-2-METHYLPROPANAMIDE). Reaction SMILES: C([O-])([O-])=O.[K+].[K+].[CH3:7][CH:8]([CH3:24])[C:9]([NH:11][C:12]1[CH:17]=[CH:16][CH:15]=[C:14]([CH:18]2[CH2:23][CH2:22][NH:21][CH2:20][CH2:19]2)[CH:13]=1)=[O:10].[Br:25][C:26]1[CH:31]=[CH:30][C:29]([C:32](=[O:37])[CH2:33][CH2:34][CH2:35]Cl)=[CH:28][CH:27]=1>>[Br:25][C:26]1[CH:27]=[CH:28][C:29]([C:32](=[O:37])[CH2:33][CH2:34][CH2:35][N:21]2[CH2:22][CH2:23][CH:18]([C:14]3[CH:13]=[C:12]([NH:11][C:9](=[O:10])[CH:8]([CH3:24])[CH3:7])[CH:17]=[CH:16][CH:15]=3)[CH2:19][CH2:20]2)=[CH:30][CH:31]=1 |f:0.1.2|. Reported procedure: Prepared by Procedure K (KI) and Scheme E (K2CO3) using 2-methyl-N-[3-(4-piperidinyl)phenyl]propanamide and 1-(4-bromophenyl)-4-chloro-1-butanone: ESMS m/e: 471.3 (M+H)+. Reactants: [H-].[Na+] (sodium hydride), [Br-].[Li+] (lithium bromide), ClC1=CC=C(CBr)C=C1 (4-chlorobenzylbromide), OC1=CC=CC(=N1)C(=O)OC (methyl 6-hydroxypyridine-2-carboxylate). Solvent: CN(C)C=O (DMF), COCCOC (DME), O (Water). Reaction conditions: time 10 minute. The product is ClC1=CC=C(CN2C(=CC=CC2=O)C(=O)OC)C=C1 (methyl 1-(4-chlorobenzyl)-6-oxo-1,6-dihydropyridine-2-carboxylate), ClC1=CC=C(COC2=CC=CC(=N2)C(=O)OC)C=C1 (methyl 6-[(4-chlorobenzyl)oxy]pyridine-2-carboxylate). Reaction SMILES: [OH:1][C:2]1[N:7]=[C:6]([C:8]([O:10][CH3:11])=[O:9])[CH:5]=[CH:4][CH:3]=1.[H-].[Na+].[Br-].[Li+].[Cl:16][C:17]1[CH:24]=[CH:23][C:20]([CH2:21]Br)=[CH:19][CH:18]=1>O.CN(C=O)C.COCCOC>[Cl:16][C:17]1[CH:24]=[CH:23][C:20]([CH2:21][N:7]2[C:2](=[O:1])[CH:3]=[CH:4][CH:5]=[C:6]2[C:8]([O:10][CH3:11])=[O:9])=[CH:19][CH:18]=1.[Cl:16][C:17]1[CH:24]=[CH:23][C:20]([CH2:21][O:1][C:2]2[N:7]=[C:6]([C:8]([O:10][CH3:11])=[O:9])[CH:5]=[CH:4][CH:3]=2)=[CH:19][CH:18]=1 |f:1.2,3.4|. Procedure details: To a mixture of ice-cooled methyl 6-hydroxypyridine-2-carboxylate (800 mg), DME (10.5 mL), and DMF (2.6 mL) was added sodium hydride (55% oil dispersion, 240 mg), followed by stirring for 10 minutes. To this was added lithium bromide (910 mg), and then the mixture was stirred at room temperature for 15 minutes and further 4-chlorobenzylbromide (2.15 g) was added thereto. This mixture was stirred at 65° C. for 20 hours. Water was added thereto, followed by extraction with ethyl acetate-diethyl et... Starting materials: [H-].[Na+] (sodium hydride), CN(P(=O)(N(C)C)N(C)C)C (hexamethylphosphoramide), C(CC(=O)OCC)(=O)OCC (diethyl malonate), BrC1=CC=C(C=C1)I (1-bromo-4-iodobenzene). The reagents and catalysts are [Cu]Br (copper(I) bromide). Solvent: O1CCOCC1 (1,4-dioxane). Conditions: time 1 hour. Product: BrC1=CC=C(C=C1)C(C(=O)OCC)C(=O)OCC (diethyl 2-(4-bromophenyl)malonate). Isolated yield 45.4%. As a reaction SMILES: [H-].[Na+].CN(C)P(N(C)C)(N(C)C)=O.[C:14]([O:22][CH2:23][CH3:24])(=[O:21])[CH2:15][C:16]([O:18][CH2:19][CH3:20])=[O:17].[Br:25][C:26]1[CH:31]=[CH:30][C:29](I)=[CH:28][CH:27]=1>O1CCOCC1.[Cu]Br>[Br:25][C:26]1[CH:31]=[CH:30][C:29]([CH:15]([C:16]([O:18][CH2:19][CH3:20])=[O:17])[C:14]([O:22][CH2:23][CH3:24])=[O:21])=[CH:28][CH:27]=1 |f:0.1|. Reported procedure: To a solution of 60 wt %-sodium hydride (2.47 g, 61.7 mmol) in 1,4-dioxane (103 ml) and hexamethylphosphoramide (7.70 ml) was added diethyl malonate (9.88 g, 61.7 mmol) at room temperature under nitrogen atmosphere. The resulting mixture was stirred at room temperature for one hour and copper(I) bromide (10.6 g, 74.0 mmol) and 1-bromo-4-iodobenzene (19.2 g, 67.9 mmol) was added. The mixture was refluxed for 5 hours and cooled to room temperature. The solid materials were filtered off through a p... Starting materials: C(C1=CC=CC=C1)Br (benzylbromide), FC1=CC=C(C=C1)C(OCCN1CCNCC1)C1=CC=C(C=C1)F (1-[2-[bis(4-fluorophenyl)methoxy]ethyl]piperazine), C([O-])([O-])=O.[K+].[K+] (potassium carbonate), C(C1=CC=CC=C1)Br (benzylbromide), C(C)O (ethanol). Yields the product C(\C=C/C(=O)O)(=O)O.FC1=CC=C(C=C1)C(OCCN1CCN(CC1)CC1=CC=CC=C1)C1=CC=C(C=C1)F (1-[2-[Bis(4-fluorophenyl)methoxy]ethyl]-4-(phenylmethyl)piperazine maleate). Reaction SMILES: [F:1][C:2]1[CH:7]=[CH:6][C:5]([CH:8]([C:18]2[CH:23]=[CH:22][C:21]([F:24])=[CH:20][CH:19]=2)[O:9][CH2:10][CH2:11][N:12]2[CH2:17][CH2:16][NH:15][CH2:14][CH2:13]2)=[CH:4][CH:3]=1.[C:25](=[O:28])([O-:27])[O-].[K+].[K+].[CH2:31](Br)[C:32]1[CH:37]=[CH:36][CH:35]=[CH:34][CH:33]=1.C([OH:41])C>>[C:8]([OH:41])(=[O:9])/[CH:18]=[CH:23]\[C:25]([OH:27])=[O:28].[F:1][C:2]1[CH:3]=[CH:4][C:5]([CH:8]([C:18]2[CH:19]=[CH:20][C:21]([F:24])=[CH:22][CH:23]=2)[O:9][CH2:10][CH2:11][N:12]2[CH2:17][CH2:16][N:15]([CH2:31][C:32]3[CH:37]=[CH:36][CH:35]=[CH:34][CH:33]=3)[CH2:14][CH2:13]2)=[CH:6][CH:7]=1 |f:1.2.3,6.7|. Procedure details: To a mixture of 6 g (0.018 mol) of 1-[2-[bis(4-fluorophenyl)methoxy]ethyl]piperazine (prepared as described in Example 3) and 3 g of potassium carbonate powder in 50 ml of ethanol, 3.1 g (0.018) of benzylbromide were added dropwise at room temperature. The reaction mixture was then slowly heated and refluxed for 3 hours. Subsequently another 3.1 g (0.018 mol) of benzylbromide were added dropwise at room temperature. The mixture was refluxed for 1.5 hours, cooled and filtered. The solvent was dis... Reactants: O=C(NC1CCCN2c3cc(Br)ccc3Oc3ccccc3C12)C(F)(F)F, C=C(OCC)[Sn](CCCC)(CCCC)CCCC, Cc1ccccc1, Cl, Cl[Pd]Cl, c1ccc(P(c2ccccc2)c2ccccc2)cc1, c1ccc(P(c2ccccc2)c2ccccc2)cc1. Product: CC(=O)c1ccc2c(c1)N1CCCC(NC(=O)C(F)(F)F)C1c1ccccc1O2. Reaction SMILES: [Br:19][c:20]1[cH:21][c:22]2[c:23]([cH:44][cH:45]1)[O:24][c:25]1[c:26]([cH:40][cH:41][cH:42][cH:43]1)[CH:27]1[N:28]2[CH2:29][CH2:30][CH2:31][CH:32]1[NH:33][C:34]([C:35]([F:36])([F:37])[F:38])=[O:39].[CH2:1]([CH3:2])[O:3][C:4]([Sn:5]([CH2:6][CH2:7][CH2:8][CH3:9])([CH2:10][CH2:11][CH2:12][CH3:13])[CH2:14][CH2:15][CH2:16][CH3:17])=[CH2:18].[CH3:47][c:48]1[cH:49][cH:50][cH:51][cH:52][cH:53]1.[ClH:46].[Pd:54]([Cl:55])[Cl:56].[c:57]1([P:58]([c:59]2[cH:60][cH:61][cH:62][cH:63][cH:64]2)[c:65]2[cH:66][cH:67][cH:68][cH:69][cH:70]2)[cH:71][cH:72][cH:73][cH:74][cH:75]1.[c:76]1([P:77]([c:78]2[cH:79][cH:80][cH:81][cH:82][cH:83]2)[c:84]2[cH:85][cH:86][cH:87][cH:88][cH:89]2)[cH:90][cH:91][cH:92][cH:93][cH:94]1>>[C:1]([CH3:2])(=[O:3])[c:20]1[cH:21][c:22]2[c:23]([cH:44][cH:45]1)[O:24][c:25]1[c:26]([cH:40][cH:41][cH:42][cH:43]1)[CH:27]1[N:28]2[CH2:29][CH2:30][CH2:31][CH:32]1[NH:33][C:34]([C:35]([F:36])([F:37])[F:38])=[O:39].